The task is: describe an organic reaction: reactants, conditions, products, and yield. This data is from the Open Reaction Database (ORD), a public repository of structured organic reaction records. Reactants: NC1=NC2=NC=C(N=C2C(=N1)N)CN(C1=CC=CC=C1)C1=CC=CC=C1 (N-[(2,4-diaminopteridin-6-yl)methyl]-N,N-diphenylamine), Br.NC1=NC2=NC=C(N=C2C(=N1)N)CBr (2,4-diamino-6-bromomethylpteridine hydrobromide), C1=CC=CC=2SC3=CC=CC=C3NC12 (phenothiazine), [H-].[Na+] (NaH). Yields the product NC1=NC2=NC=C(N=C2C(=N1)N)CN1C2=CC=CC=C2SC=2C=CC=CC12 (N-[(2,4-Diaminopteridin-6-yl)methyl]phenothiazine). Reaction SMILES: [NH2:1][C:2]1[N:11]=[C:10]([NH2:12])[C:9]2[C:4](=[N:5][CH:6]=[C:7]([CH2:13][N:14]([C:21]3[CH:26]=[CH:25][CH:24]=[CH:23][CH:22]=3)[C:15]3[CH:20]=[CH:19][CH:18]=[CH:17][CH:16]=3)[N:8]=2)[N:3]=1.C1C2NC3C(=CC=CC=3)[S:32]C=2C=CC=1.[H-].[Na+].Br.NC1N=C(N)C2C(=NC=C(CBr)N=2)N=1>>[NH2:1][C:2]1[N:11]=[C:10]([NH2:12])[C:9]2[C:4](=[N:5][CH:6]=[C:7]([CH2:13][N:14]3[C:15]4[CH:20]=[CH:19][CH:18]=[CH:17][C:16]=4[S:32][C:26]4[C:21]3=[CH:22][CH:23]=[CH:24][CH:25]=4)[N:8]=2)[N:3]=1 |f:2.3,4.5|. Procedure: N-[(2,4-Diaminopteridin-6-yl)methyl]phenothiazine (Formula I: Ar=2,4-diaminopteridin-6-yl; W=CH2 X=N; Z=S; m=n=0) is prepared similarly to N-[(2,4-diaminopteridin-6-yl)methyl]-N,N-diphenylamine as disclosed above by using phenothiazine (159 mg, 0.8 mmol), NaH (50 mg, 2.1 mmol), and 2,4-diamino-6-bromomethylpteridine hydrobromide (100 mg, 0.3 mmol). The product can be purified by chromatography. Reactants: N1=C(C=CC=C1)C1=CN=C2N1C=C(C=C2)C=2C(=NN(C2)C(C2=CC=CC=C2)(C2=CC=CC=C2)C2=CC=CC=C2)C2=CC=C(C=C2)NC(=O)N2CCOCC2 (morpholine-4-carboxylic acid {4-[4-(3-pyridin-2-ylimidazo[1,2-a]-pyridin-6-yl)-1-trityl-1H-pyrazol-3-yl]phenyl}amide), [H-].[Na+] (sodium hydride), O (Water), CI (methyl iodide). The solvent is CN(C=O)C (N,N-dimethylformamide), C(C)(=O)OCC (ethyl acetate), CN(C=O)C (N,N-dimethylformamide). Conditions: time 20 minute. Yields the product CN(C(=O)N1CCOCC1)C1=CC=C(C=C1)C1=NN(C=C1C=1C=CC=2N(C1)C(=CN2)C2=NC=CC=C2)C(C2=CC=CC=C2)(C2=CC=CC=C2)C2=CC=CC=C2 (Morpholine-4-carboxylic acid methyl{4-[4-(3-pyridin-2-ylimidazo[1,2-a]pyridin-6-yl)-1-trityl-1H-pyrazol-3-yl]phenyl}amide). Reaction SMILES: [H-].[Na+].[N:3]1[CH:8]=[CH:7][CH:6]=[CH:5][C:4]=1[C:9]1[N:13]2[CH:14]=[C:15]([C:18]3[C:19]([C:42]4[CH:47]=[CH:46][C:45]([NH:48][C:49]([N:51]5[CH2:56][CH2:55][O:54][CH2:53][CH2:52]5)=[O:50])=[CH:44][CH:43]=4)=[N:20][N:21]([C:23]([C:36]4[CH:41]=[CH:40][CH:39]=[CH:38][CH:37]=4)([C:30]4[CH:35]=[CH:34][CH:33]=[CH:32][CH:31]=4)[C:24]4[CH:29]=[CH:28][CH:27]=[CH:26][CH:25]=4)[CH:22]=3)[CH:16]=[CH:17][C:12]2=[N:11][CH:10]=1.[CH3:57]I.O>CN(C)C=O.C(OCC)(=O)C>[CH3:57][N:48]([C:45]1[CH:44]=[CH:43][C:42]([C:19]2[C:18]([C:15]3[CH:16]=[CH:17][C:12]4[N:13]([C:9]([C:4]5[CH:5]=[CH:6][CH:7]=[CH:8][N:3]=5)=[CH:10][N:11]=4)[CH:14]=3)=[CH:22][N:21]([C:23]([C:30]3[CH:35]=[CH:34][CH:33]=[CH:32][CH:31]=3)([C:36]3[CH:41]=[CH:40][CH:39]=[CH:38][CH:37]=3)[C:24]3[CH:25]=[CH:26][CH:27]=[CH:28][CH:29]=3)[N:20]=2)=[CH:47][CH:46]=1)[C:49]([N:51]1[CH2:52][CH2:53][O:54][CH2:55][CH2:56]1)=[O:50] |f:0.1|. Procedure details: 6 mg sodium hydride was suspended in 2 mL N,N-dimethylformamide, then 3 mL of 64 mg morpholine-4-carboxylic acid {4-[4-(3-pyridin-2-ylimidazo[1,2-a]-pyridin-6-yl)-1-trityl-1H-pyrazol-3-yl]phenyl}amide (compound in Example 357) in N,N-dimethylformamide was added thereto under ice-coolingd water in a stream of nitrogen, and the reaction solution was returned to room temperature and stirred for 20 minutes. 7 μL methyl iodide was added thereto under ice-cooling and stirred for 20 minutes. Water and ... Starting materials: C(C)O (ethanol), C(#N)[BH3-].[Na+] (sodium cyanoborohydride), C(C)OC1=C(C(=C(OCC2CCC(CC2)C(CCC(=O)OCC)C=O)C=C1)F)F (ethyl 4-[4-(4-ethoxy-2,3-difluorophenoxymethyl)cyclohexyl]5-oxopentanoate), Cl (hydrochloric acid). The solvent is O (water). Reaction conditions: time 15 hour. The product is C(C)OC1=C(C(=C(OCC2CCC(CC2)C2CCC(OC2)=O)C=C1)F)F (5-[4-(4-ethoxy2,3-difluorophenoxymethyl)cyclohexyl]tetrahydropyran-2-one). The yield is 93.3%. Reaction SMILES: C(O)C.C([BH3-])#N.[Na+].[CH2:8]([O:10][C:11]1[CH:34]=[CH:33][C:14]([O:15][CH2:16][CH:17]2[CH2:22][CH2:21][CH:20]([CH:23](C=O)[CH2:24][CH2:25][C:26]([O:28][CH2:29]C)=[O:27])[CH2:19][CH2:18]2)=[C:13]([F:35])[C:12]=1[F:36])[CH3:9].Cl>O>[CH2:8]([O:10][C:11]1[CH:34]=[CH:33][C:14]([O:15][CH2:16][CH:17]2[CH2:22][CH2:21][CH:20]([CH:23]3[CH2:29][O:28][C:26](=[O:27])[CH2:25][CH2:24]3)[CH2:19][CH2:18]2)=[C:13]([F:35])[C:12]=1[F:36])[CH3:9] |f:1.2|. Procedure: In a reactor under nitrogen atmosphere, 20 mL of ethanol and 0.4 g of sodium cyanoborohydride were added to 5.4 g of ethyl 4-[4-(4-ethoxy-2,3-difluorophenoxymethyl)cyclohexyl]5-oxopentanoate obtained in the eleventh step, and pH of the mixture was adjusted to about 3 with hydrochloric acid (2M), followed by stirring at room temperature for 15 hours. 30 mL of water was added to the reaction solution, which was extracted three times with 20 mL of toluene. The mixture including the organic layer wa... The reactants are C1CCOC1, [H-], [Na+], O=C1CCC(=O)O1, O, OCc1ccccc1. Yields the product O=C(O)CCC(=O)OCc1ccccc1. As a reaction SMILES: [CH2:18]1[O:19][CH2:20][CH2:21][CH2:22]1.[H-:10].[Na+:9].[O:11]=[C:12]1[CH2:13][CH2:14][C:15](=[O:16])[O:17]1.[OH2:23].[OH:1][CH2:2][c:3]1[cH:4][cH:5][cH:6][cH:7][cH:8]1>>[O:1]([CH2:2][c:3]1[cH:4][cH:5][cH:6][cH:7][cH:8]1)[C:15]([CH2:14][CH2:13][C:12](=[O:11])[OH:17])=[O:16]. Starting materials: C1CCOC1, O=C(Cl)Oc1ccccc1, [H-], Nc1cccc(C(=O)c2cn(C3CCCC3)c3ncnc(N)c23)c1, [Na+]. The product is Nc1ncnc2c1c(C(=O)c1cccc(NC(=O)Oc3ccccc3)c1)cn2C1CCCC1. As a reaction SMILES: [CH2:37]1[O:38][CH2:39][CH2:40][CH2:41]1.[Cl:27][C:28](=[O:29])[O:30][c:31]1[cH:32][cH:33][cH:34][cH:35][cH:36]1.[H-:2].[NH2:3][c:4]1[c:5]2[c:6]([n:7][cH:8][n:9]1)[n:10]([CH:22]1[CH2:23][CH2:24][CH2:25][CH2:26]1)[cH:11][c:12]2[C:13](=[O:14])[c:15]1[cH:16][c:17]([NH2:21])[cH:18][cH:19][cH:20]1.[Na+:1]>>[NH2:3][c:4]1[c:5]2[c:6]([n:7][cH:8][n:9]1)[n:10]([CH:22]1[CH2:23][CH2:24][CH2:25][CH2:26]1)[cH:11][c:12]2[C:13](=[O:14])[c:15]1[cH:16][c:17]([NH:21][C:28](=[O:29])[O:30][c:31]2[cH:32][cH:33][cH:34][cH:35][cH:36]2)[cH:18][cH:19][cH:20]1. The reactants are CC(C)(C)OC(=O)N1CCC(=O)CC1, C1COCCN1, CO, ClCCl, O=C(O)C(F)(F)F, NC(=O)c1cc(N2CCOCC2)ccc1O. Product: CC(C)(C)OC(=O)N1CCC2(CC1)NC(=O)c1cc(N3CCOCC3)ccc1O2. Reaction SMILES: [C:17](=[O:18])([O:19][C:20]([CH3:21])([CH3:22])[CH3:23])[N:24]1[CH2:25][CH2:26][C:27](=[O:30])[CH2:28][CH2:29]1.[CH2:31]1[NH:32][CH2:33][CH2:34][O:35][CH2:36]1.[CH3:44][OH:45].[Cl:46][CH2:47][Cl:48].[F:37][C:38]([F:39])([F:40])[C:41]([OH:42])=[O:43].[OH:1][c:2]1[c:3]([C:4](=[O:5])[NH2:6])[cH:7][c:8]([N:11]2[CH2:12][CH2:13][O:14][CH2:15][CH2:16]2)[cH:9][cH:10]1>>[O:1]1[c:2]2[c:3]([cH:7][c:8]([N:11]3[CH2:12][CH2:13][O:14][CH2:15][CH2:16]3)[cH:9][cH:10]2)[C:4](=[O:5])[NH:6][C:27]12[CH2:26][CH2:25][N:24]([C:17](=[O:18])[O:19][C:20]([CH3:21])([CH3:22])[CH3:23])[CH2:29][CH2:28]2. Starting materials: CN(C)C=O, O, O=P(Cl)(Cl)Cl, c1ccc(N2CCCC2)cc1. Product: O=Cc1ccc(N2CCCC2)cc1. Reaction SMILES: [O:18]=[CH:19][N:20]([CH3:21])[CH3:22].[OH2:17].[P:1]([Cl:2])([Cl:3])([Cl:4])=[O:5].[c:6]1([N:12]2[CH2:13][CH2:14][CH2:15][CH2:16]2)[cH:7][cH:8][cH:9][cH:10][cH:11]1>>[c:6]1([N:12]2[CH2:13][CH2:14][CH2:15][CH2:16]2)[cH:7][cH:8][c:9]([CH:19]=[O:18])[cH:10][cH:11]1. Starting materials: C(C)(C)(C)C=1N=C(C2=C(N1)N(N=N2)CC2=C(C=CC=C2)Cl)N2CCOCC2 (5-tert-Butyl-3-(2-chloro-benzyl)-7-morpholin-4-yl-3H-[1,2,3]triazolo[4,5-d]pyrimidine), C(C)(C)(C)C=1N=C(C2=C(N1)N(N=N2)CC2=C(C=CC=C2)Cl)Cl (5-tert-butyl-7-chloro-3-(2-chlorobenzyl)-3H-[1,2,3]triazolo[4,5-d]pyrimidine), N1CCC1 (azetidine). Yields the product N1(CCC1)C=1C2=C(N=C(N1)C(C)(C)C)N(N=N2)CC2=C(C=CC=C2)Cl (7-Azetidin-1-yl-5-tert-butyl-3-(2-chloro-benzyl)-3H-[1,2,3]triazolo[4,5-d]pyrimidine), solid. Yield: 52.0%. As a reaction SMILES: [C:1]([C:5]1[N:6]=[C:7]([N:22]2[CH2:27][CH2:26]OC[CH2:23]2)[C:8]2[N:13]=[N:12][N:11]([CH2:14][C:15]3[CH:20]=[CH:19][CH:18]=[CH:17][C:16]=3[Cl:21])[C:9]=2[N:10]=1)([CH3:4])([CH3:3])[CH3:2].C(C1N=C(Cl)C2N=NN(CC3C=CC=CC=3Cl)C=2N=1)(C)(C)C.N1CCC1>>[N:22]1([C:7]2[C:8]3[N:13]=[N:12][N:11]([CH2:14][C:15]4[CH:20]=[CH:19][CH:18]=[CH:17][C:16]=4[Cl:21])[C:9]=3[N:10]=[C:5]([C:1]([CH3:2])([CH3:4])[CH3:3])[N:6]=2)[CH2:27][CH2:26][CH2:23]1. Procedure details: In analogy to the procedure described for the synthesis of 5-tert-butyl-3-(2-chloro-benzyl)-7-morpholin-4-yl-3H-[1,2,3]triazolo[4,5-d]pyrimidine (example 1, step c), the title compound was prepared from 5-tert-butyl-7-chloro-3-(2-chlorobenzyl)-3H-[1,2,3]triazolo[4,5-d]pyrimidine and azetidine and isolated as white solid (9.8 mg, 52%). MS (m/e): 357.3 (MH+). Starting materials: O.NN (hydrazine hydrate), [OH-].[Na+] (sodium hydroxide), BrC1=C(C=CC=C1)C(CN1C=CC2=NC(=CC=C21)OC)=O (1-(2-Bromophenyl)-2-(5-methoxy-1H-pyrrolo[3,2-b]pyridin-1-yl)-1-ethanone). Run in C(COCCO)O (diethylene glycol). Reaction conditions: temperature 160 celsius, time 24 hour. The product is BrC1=C(CCN2C=CC3=NC(=CC=C32)OC)C=CC=C1 (1-(2-Bromophenethyl)-5-methoxy-1H-pyrrolo[3,2-b]pyridine). Reaction SMILES: O.NN.[OH-].[Na+].[Br:6][C:7]1[CH:12]=[CH:11][CH:10]=[CH:9][C:8]=1[C:13](=O)[CH2:14][N:15]1[C:23]2[C:18](=[N:19][C:20]([O:24][CH3:25])=[CH:21][CH:22]=2)[CH:17]=[CH:16]1>C(O)COCCO>[Br:6][C:7]1[CH:12]=[CH:11][CH:10]=[CH:9][C:8]=1[CH2:13][CH2:14][N:15]1[C:23]2[C:18](=[N:19][C:20]([O:24][CH3:25])=[CH:21][CH:22]=2)[CH:17]=[CH:16]1 |f:0.1,2.3|. Procedure: 140 μl (2.9 mmol) of hydrazine hydrate and 80 mg (2 mmol) of sodium hydroxide are added to a solution of 200 mg (0.6 mmol) of the compound obtained in Step B in 2 ml of diethylene glycol. After 24 hours' stirring at 160° C., the mixture is hydrolysed and then extracted with ethyl acetate. The organic phase is washed several times with water, dried over magnesium sulphate, concentrated and then purified by flash chromatography over silica gel (eluant:petroleum ether/ethyl acetate, 7:3) to yield t...